From a dataset of the Open Reaction Database (ORD), a public repository of structured organic reaction records. describe an organic reaction: reactants, conditions, products, and yield The reactants are CS(C)=O, ClCc1ccc2c(c1)CCC2, N#C[Na]. Yields the product N#CCc1ccc2c(c1)CCC2. RXN SMILES: [CH3:15][S:16]([CH3:17])=[O:18].[Cl:1][CH2:2][c:3]1[cH:4][c:5]2[c:9]([cH:10][cH:11]1)[CH2:8][CH2:7][CH2:6]2.[Na:12][C:13]#[N:14]>>[CH2:2]([c:3]1[cH:4][c:5]2[c:9]([cH:10][cH:11]1)[CH2:8][CH2:7][CH2:6]2)[C:13]#[N:14].